Dataset: the Open Reaction Database (ORD), a public repository of structured organic reaction records. Task: describe an organic reaction: reactants, conditions, products, and yield Starting materials: O=C(c1ncc[nH]1)c1ncc[nH]1, COC(=O)C(CS)NCC(C)(C)SCc1ccc(OC)cc1, CN(C)C=O, Cl. Product: COC(=O)C1CSC(=O)N1CC(C)(C)SCc1ccc(OC)cc1. RXN SMILES: [C:23](=[O:24])([c:25]1[nH:26][cH:27][cH:28][n:29]1)[c:30]1[nH:31][cH:32][cH:33][n:34]1.[CH3:1][O:2][C:3]([CH:4]([NH:5][CH2:6][C:7]([CH3:8])([CH3:9])[S:10][CH2:11][c:12]1[cH:13][cH:14][c:15]([O:18][CH3:19])[cH:16][cH:17]1)[CH2:20][SH:21])=[O:22].[CH3:36][N:37]([CH3:38])[CH:39]=[O:40].[ClH:35]>>[CH3:1][O:2][C:3]([CH:4]1[N:5]([CH2:6][C:7]([CH3:8])([CH3:9])[S:10][CH2:11][c:12]2[cH:13][cH:14][c:15]([O:18][CH3:19])[cH:16][cH:17]2)[C:23](=[O:24])[S:21][CH2:20]1)=[O:22]. The reactants are C1(=CC=C(C=C1)S(=O)(=O)O)C (p-toluenesulfonic acid), C(C)OC(=O)C=1OC2=C(C1C)C(=CC=C2)C(CO)O (4-(1,2-dihydroxyethyl)-3-methylbenzofuran-2-carboxylic acid ethyl ester), C([O-])(O)=O.[Na+] (sodium bicarbonate). Solvent: CC(=O)C (acetone). Run at time 8 hour. Yields the product C(C)OC(=O)C=1OC2=C(C1C)C(=CC=C2)C2OC(OC2)(C)C (4-(2,2-dimethyl-1,3-dioxolan-4-yl)-3-methylbenzofuran-2-carboxylic acid ethyl ester). The yield is 973.2%. As a reaction SMILES: [CH2:1]([O:3][C:4]([C:6]1[O:7][C:8]2[CH:15]=[CH:14][CH:13]=[C:12]([CH:16]([OH:19])[CH2:17][OH:18])[C:9]=2[C:10]=1[CH3:11])=[O:5])[CH3:2].[C:20]1(C)[CH:25]=CC(S(O)(=O)=O)=C[CH:21]=1.C(=O)(O)[O-].[Na+]>CC(C)=O>[CH2:1]([O:3][C:4]([C:6]1[O:7][C:8]2[CH:15]=[CH:14][CH:13]=[C:12]([CH:16]3[CH2:17][O:18][C:20]([CH3:25])([CH3:21])[O:19]3)[C:9]=2[C:10]=1[CH3:11])=[O:5])[CH3:2] |f:2.3|. Procedure: To a solution of 0.150 g (0.568 mmol) of 4-(1,2-dihydroxyethyl)-3-methylbenzofuran-2-carboxylic acid ethyl ester dissolved in 5 mL of acetone was added 0.010 g of p-toluenesulfonic acid and the reaction was stirred at room temperature overnight. Saturated sodium bicarbonate was added and the acetone was removed in vacuo. The residue was extracted with ether, the organics were dried over sodium sulfate, filtered and concentrated in vacuo. The residue was chromatographed on silica gel eluting with... Starting materials: CC(NC(=O)OCc1ccccc1)C(=O)O, COC(=O)C(N)C1CC(=O)N(Cc2ccc(OC)cc2OC)C1=O, CN(C)C=O. Yields the product COC(=O)C(NC(=O)C(C)NC(=O)OCc1ccccc1)C1CC(=O)N(Cc2ccc(OC)cc2OC)C1=O. As a reaction SMILES: [CH2:25]([c:26]1[cH:27][cH:28][cH:29][cH:30][cH:31]1)[O:32][C:33](=[O:34])[NH:35][CH:36]([CH3:37])[C:38](=[O:39])[OH:40].[CH3:1][O:2][C:3]([CH:4]([NH2:5])[CH:6]1[C:7](=[O:23])[N:8]([CH2:12][c:13]2[c:14]([O:21][CH3:22])[cH:15][c:16]([O:19][CH3:20])[cH:17][cH:18]2)[C:9](=[O:11])[CH2:10]1)=[O:24].[CH3:41][N:42]([CH3:43])[CH:44]=[O:45]>>[CH3:1][O:2][C:3]([CH:4]([NH:5][C:38]([CH:36]([NH:35][C:33]([O:32][CH2:25][c:26]1[cH:27][cH:28][cH:29][cH:30][cH:31]1)=[O:34])[CH3:37])=[O:39])[CH:6]1[C:7](=[O:23])[N:8]([CH2:12][c:13]2[c:14]([O:21][CH3:22])[cH:15][c:16]([O:19][CH3:20])[cH:17][cH:18]2)[C:9](=[O:11])[CH2:10]1)=[O:24]. Starting materials: C(C)(C)(C)OC(NCCCCNC(=O)[C@H]1[C@@H](C1)C1=CC=CC=C1)=O (N-[4-(trans-2-phenyl-cyclopro-pyl-carbonylamino)-butyl]-carbamic acid tert-butyl ester), Cl (hydrochloric acid). The solvent is C(C)O (ethanol). Yields the product Cl.C1(=CC=CC=C1)[C@H]1[C@@H](C1)C(=O)NCCCCN (4-(trans-2-phenyl-cyclopropyl-carbonylamino)-butylamine hydrochloride). Reaction SMILES: C(OC(=O)[NH:7][CH2:8][CH2:9][CH2:10][CH2:11][NH:12][C:13]([C@@H:15]1[CH2:17][C@H:16]1[C:18]1[CH:23]=[CH:22][CH:21]=[CH:20][CH:19]=1)=[O:14])(C)(C)C.[ClH:25]>C(O)C>[ClH:25].[C:18]1([C@@H:16]2[CH2:17][C@H:15]2[C:13]([NH:12][CH2:11][CH2:10][CH2:9][CH2:8][NH2:7])=[O:14])[CH:23]=[CH:22][CH:21]=[CH:20][CH:19]=1 |f:3.4|. Procedure details: Batch size: 7.5 g (21.6 mmol) N-[4-(trans-2-phenyl-cyclopro-pyl-carbonylamino)-butyl]-carbamic acid tert-butyl ester and 6.4 ml (77 mmol) concentrated hydrochloric acid in 150 ml ethanol. The reactants are ClC=1C2=C(SC1C(C(C)[N+](=O)[O-])OC)C=CC(=C2)Cl (3,5-dichloro-2-(1-methoxy-2-nitropropyl)benzo[b]thiophene), [H-].[H-].[H-].[H-].[Li+].[Al+3] (LiAlH4), O (water). The solvent is C(C)OCC (diethylether), C(C)OCC (diethylether). Conditions: time 5 hour. The product is ClC=1C2=C(SC1C(C(C)N)OC)C=CC(=C2)Cl (2-(3,5-dichlorobenz[b]thiophene-2-yl)-2-methoxy-1-methylethylamine). Reaction SMILES: [H-].[H-].[H-].[H-].[Li+].[Al+3].[Cl:7][C:8]1[C:9]2[CH:24]=[C:23]([Cl:25])[CH:22]=[CH:21][C:10]=2[S:11][C:12]=1[CH:13]([O:19][CH3:20])[CH:14]([N+:16]([O-])=O)[CH3:15].O>C(OCC)C>[Cl:7][C:8]1[C:9]2[CH:24]=[C:23]([Cl:25])[CH:22]=[CH:21][C:10]=2[S:11][C:12]=1[CH:13]([O:19][CH3:20])[CH:14]([NH2:16])[CH3:15] |f:0.1.2.3.4.5|. Procedure details: In a sulfonation flask 15 ml (0.015 mol) of an etheral 1 molar LiAlH4 solution is diluted with 40 ml of diethylether. A solution of 0.97 g (0.003 mol) 3,5-dichloro-2-(1-methoxy-2-nitropropyl)benzo[b]thiophene and 30 ml diethylether is added under stirring in such a manner that the internal temperature remains constant at 0-5° C. Then the mixture is warmed up to it and stirring continued for 5 h. Then the reaction mixture is cooled again and water added slowly. After quenching sodium sulphate is ... As a reaction SMILES: [C:22](=[O:23])([O-:24])[O-:25].[Cs+:26].[Cs+:27].[Cu:48][I:49].[NH2:1][c:2]1[n:3][c:4]([CH3:21])[c:5]2[c:6]([n:7]1)[CH2:8][CH:9]([c:13]1[c:14]([Br:20])[cH:15][c:16]([F:19])[cH:17][cH:18]1)[NH:10][C:11]2=[O:12].[OH:42][CH:43]1[CH2:44][CH2:45][CH2:46][CH2:47]1.[cH:28]1[cH:29][c:30]2[cH:31][cH:32][c:33]3[c:34]([c:35]2[n:36][cH:37]1)[n:38][cH:39][cH:40][cH:41]3>>[NH2:1][c:2]1[n:3][c:4]([CH3:21])[c:5]2[c:6]([n:7]1)[CH2:8][CH:9]([c:13]1[c:14]([O:42][CH:43]3[CH2:44][CH2:45][CH2:46][CH2:47]3)[cH:15][c:16]([F:19])[cH:17][cH:18]1)[NH:10][C:11]2=[O:12]. Yields the product Cc1nc(N)nc2c1C(=O)NC(c1ccc(F)cc1OC1CCCC1)C2. Reactants: O=C([O-])[O-], [Cs+], [Cs+], [Cu]I, Cc1nc(N)nc2c1C(=O)NC(c1ccc(F)cc1Br)C2, OC1CCCC1, c1cnc2c(c1)ccc1cccnc12. Reactants: C(C)(C)OC(=O)N=NC(=O)OC(C)C (Azodicarboxylic acid diisopropyl ester), BrC1=CC=C(C=C1)C(C(C)C)O (1-(4-bromophenyl)-2-methylpropan-1-ol), C1(=CC=CC=C1)O (phenol), C1(=CC=CC=C1)P(C1=CC=CC=C1)C1=CC=CC=C1 (triphenylphosphine). Run in O1CCCC1 (tetrahydrofuran). Run at temperature 20 celsius, time 12 hour. The product is BrC1=CC=C(C=C1)C(C(C)C)OC1=CC=CC=C1 (1-bromo-4-(2-methyl-1-phenoxypropyl)benzene). The yield is 42836.4%. RXN SMILES: C(OC(N=NC(OC(C)C)=O)=O)(C)C.[Br:15][C:16]1[CH:21]=[CH:20][C:19]([CH:22]([OH:26])[CH:23]([CH3:25])[CH3:24])=[CH:18][CH:17]=1.[C:27]1(O)[CH:32]=[CH:31][CH:30]=[CH:29][CH:28]=1.C1(P(C2C=CC=CC=2)C2C=CC=CC=2)C=CC=CC=1>O1CCCC1>[Br:15][C:16]1[CH:17]=[CH:18][C:19]([CH:22]([O:26][C:27]2[CH:32]=[CH:31][CH:30]=[CH:29][CH:28]=2)[CH:23]([CH3:24])[CH3:25])=[CH:20][CH:21]=1. Procedure: Azodicarboxylic acid diisopropyl ester (824 mg, 4.1 mmol) was added to the mixture of 1-(4-bromophenyl)-2-methylpropan-1-ol (620 mg, 2.7 mmol), phenol (307 mg, 3.2 mmol), triphenylphosphine (1.07 g, 4.1 mmol) and tetrahydrofuran (15 mL) at 20° C. Then the mixture was stirred at 20° C. for 12 hours. The resultant mixture was washed with water (20 mL×2). The organic phase was separated, dried over sodium sulfate, filtered and concentrated to give a residue. The residue was purified by column chrom...